From a dataset of the Open Reaction Database (ORD), a public repository of structured organic reaction records. describe an organic reaction: reactants, conditions, products, and yield Reactants: FC1=CC=C(C=C1)C=1C=CC=2N(C1)N=CC2I (6-(4-fluoro-phenyl)-3-iodo-pyrazolo[1,5-a]pyridine), NC=1C=C(C=CC1)B1OC(C)(C)C(C)(C)O1 (3-aminophenylboronic acid pinacol ester). The solvent is COCCOC (DME), C(=O)([O-])[O-].[Na+].[Na+] (Na2CO3). Conditions: temperature 90 celsius. Product: FC1=CC=C(C=C1)C=1C=CC=2N(C1)N=CC2C=2C=C(C=CC2)N (3-[6-(4-Fluoro-phenyl)-pyrazolo[1,5-a]pyridin-3-yl]phenylamine). The yield is 44.2%. As a reaction SMILES: [F:1][C:2]1[CH:7]=[CH:6][C:5]([C:8]2[CH:9]=[CH:10][C:11]3[N:12]([N:14]=[CH:15][C:16]=3I)[CH:13]=2)=[CH:4][CH:3]=1.[NH2:18][C:19]1[CH:20]=[C:21](B2OC(C)(C)C(C)(C)O2)[CH:22]=[CH:23][CH:24]=1>COCCOC.C([O-])([O-])=O.[Na+].[Na+]>[F:1][C:2]1[CH:7]=[CH:6][C:5]([C:8]2[CH:9]=[CH:10][C:11]3[N:12]([N:14]=[CH:15][C:16]=3[C:23]3[CH:24]=[C:19]([NH2:18])[CH:20]=[CH:21][CH:22]=3)[CH:13]=2)=[CH:4][CH:3]=1 |f:3.4.5|. Reported procedure: A mixture of 6-(4-fluoro-phenyl)-3-iodo-pyrazolo[1,5-a]pyridine (140 mg, 0.41 mmol) and 3-aminophenylboronic acid pinacol ester (120 mg, 0.5 mmol) in DME (2 ml) and 2N Na2CO3 (aq, 2 ml) was deoxygenated by evacuation/refill with N2 (×3). PdCl2ddpf (15 mg, 0.02 mmol) was added and the mixture was deoxygenated again (×2). The reaction was stirred and heated at 90° C. under N2 for 24 hours. After cooling to RT the mixture was partitioned between CH2Cl2/H2O. The layers were separated using a phase s... Starting materials: BrC=1C=NC=NC1 (5-bromopyrimidine), dichlorobis(triphenyl-phosphine) palladium (11), C[Si](C)(C)C#C (trimethylsilyl acetylene). The reagents and catalysts are [Cu]I (copper (1) iodide). Solvent: C(C)N(CC)CC (triethylamine). Reaction conditions: time 15 minute. The product is hexanes EtOAc, C[Si](C)(C)C#CC=1C=NC=NC1 (5-trimethylsilanylethynyl-pyrimidine). As a reaction SMILES: Br[C:2]1[CH:3]=[N:4][CH:5]=[N:6][CH:7]=1.[CH3:8][Si:9]([C:12]#[CH:13])([CH3:11])[CH3:10]>C(N(CC)CC)C.[Cu]I>[CH3:8][Si:9]([C:12]#[C:13][C:2]1[CH:3]=[N:4][CH:5]=[N:6][CH:7]=1)([CH3:11])[CH3:10]. Reported procedure: Dissolve 5-bromopyrimidine (50.0 g, 314.4 mmol) in triethylamine (400 mL), add copper (1) iodide (1.20 g, 6.2 mmol) and stir mixture under nitrogen. After 15 min., add trimethylsilyl acetylene (53.3 mL, 377.3 mmol), followed by dichlorobis(triphenyl-phosphine) palladium (11) (8.82 g, 12.5 mmol) and stir at RT. After 3 h, filter the solution through Celite®, rinsing with ether. Concentrate the filtrate under reduced pressure. Purification by flash chromatography on silica gel eluting first with h... Reactants: BrC=1C=CC(=C(C1)C1C(C2C=CC(C1=O)CC2)=O)CC (3-(5-bromo-2-ethylphenyl)bicyclo[3.2.2]non-6-ene-2,4-dione), ClC1=CC(=C(C=C1)B(O)O)F (4-chloro-2-fluorophenylboronic acid), [F-].[Cs+] (Cesium fluoride). Reagents/catalysts: C1=CC=C(C=C1)P([C-]2C=CC=C2)C3=CC=CC=C3.C1=CC=C(C=C1)P([C-]2C=CC=C2)C3=CC=CC=C3.Cl[Pd]Cl.[Fe+2] ([1,1′-bis(diphenylphosphino)ferrocene]dichloro-palladium(II)). The solvent is C(OC)COC (dimethoxyethane). Reaction conditions: time 45 minute. Yields the product ClC1=CC(=C(C=2C=CC(=C(C2)C2C(C3C=CC(C2=O)CC3)=O)CC)C=C1)F (3-(4′-chloro-4-ethyl-2′-fluorobiphen-3-yl)bicyclo[3.2.2]non-6-ene-2,4-dione). As a reaction SMILES: Br[C:2]1[CH:3]=[CH:4][C:5]([CH2:19][CH3:20])=[C:6]([CH:8]2[C:14](=[O:15])[CH:13]3[CH2:16][CH2:17][CH:10]([CH:11]=[CH:12]3)[C:9]2=[O:18])[CH:7]=1.[Cl:21][C:22]1[CH:27]=[CH:26][C:25](B(O)O)=[C:24]([F:31])[CH:23]=1.[F-].[Cs+]>C(COC)OC.C1C=CC(P(C2C=CC=CC=2)[C-]2C=CC=C2)=CC=1.C1C=CC(P(C2C=CC=CC=2)[C-]2C=CC=C2)=CC=1.Cl[Pd]Cl.[Fe+2]>[Cl:21][C:22]1[CH:27]=[CH:26][C:25]([C:2]2[CH:3]=[CH:4][C:5]([CH2:19][CH3:20])=[C:6]([CH:8]3[C:14](=[O:15])[CH:13]4[CH2:16][CH2:17][CH:10]([CH:11]=[CH:12]4)[C:9]3=[O:18])[CH:7]=2)=[C:24]([F:31])[CH:23]=1 |f:2.3,5.6.7.8|. Procedure: A solution of 3-(5-bromo-2-ethylphenyl)bicyclo[3.2.2]non-6-ene-2,4-dione (0.180 g, 0.54 mmol) and 4-chloro-2-fluorophenylboronic acid (0.133 g, 0.76 mmol) in anhydrous dimethoxyethane (5 ml) is stirred at room temperature under an atmosphere of nitrogen. The reaction mixture is then evacuated and flushed with nitrogen (degassing cycle repeated 4 times). Cesium fluoride (0.246 g, 1.62 mmol) is added, and the suspension is stirred at room temperature for 45 minutes. Next [1,1′-bis(diphenylphosphin... Starting materials: CN1C(=C(C2=CC=CC=C12)C1=CCC(CC1)C(=O)OC)C1=CC=CC=C1 (methyl 4-(1-methyl-2-phenyl-1H-indol-3-yl)-3-cyclohexene-1-carboxylate), IV, CN1C(=C(C2=CC=CC=C12)C1=CC=C(C(=O)OC)C=C1)C1=CC=CC=C1 (methyl 4-(1-methyl-2-phenyl-1H-indol-3-yl)benzoate), IV. Product: CN1C(=C(C2=CC=CC=C12)C1=CC=C(C(=O)O)C=C1)C1=CC=CC=C1 (4-(1-methyl-2-phenyl-1H-indol-3-yl)-benzoic acid). Yield: 75.5%. As a reaction SMILES: [CH3:1][N:2]1[C:10]2[C:5](=[CH:6][CH:7]=[CH:8][CH:9]=2)[C:4]([C:11]2[CH2:16][CH2:15][CH:14]([C:17]([O:19]C)=[O:18])[CH2:13][CH:12]=2)=[C:3]1[C:21]1[CH:26]=[CH:25][CH:24]=[CH:23][CH:22]=1.CN1C2C(=CC=CC=2)C(C2C=CC(C(OC)=O)=CC=2)=C1C1C=CC=CC=1>>[CH3:1][N:2]1[C:10]2[C:5](=[CH:6][CH:7]=[CH:8][CH:9]=2)[C:4]([C:11]2[CH:16]=[CH:15][C:14]([C:17]([OH:19])=[O:18])=[CH:13][CH:12]=2)=[C:3]1[C:21]1[CH:26]=[CH:25][CH:24]=[CH:23][CH:22]=1. Procedure details: By a procedure analogous to that of Example 15, 10.2 g of methyl 4-(1-methyl-2-phenyl-1H-indol-3-yl)-3-cyclohexene-1-carboxylate (Example 5) was aromatized to methyl 4-(1-methyl-2-phenyl-1H-indol-3-yl)benzoate [IV; R' and R"=CH3 ], m.p. 165°-166° C., and the latter hydrolyzed to yield 7.3 g (74%) of 4-(1-methyl-2-phenyl-1H-indol-3-yl)-benzoic acid [IV; R'=CH3, R"=H], m.p. 235°-240° C. (from aqueous dioxane). Reactants: C(C1=CC=CC=C1)OC1=C(C=C(C=C1)F)C1=NC2=C(C=CC=C2C=C1CN)Cl ((2-(2-(benzyloxy)-5-fluorophenyl)-8-chloroquinolin-3-yl)methanamine), ClC1=C2NC=NC2=NC=N1 (6-chloropurine), CCN(C(C)C)C(C)C (DIEA). Run in C(CCC)O (n-butanol). Product: C(C1=CC=CC=C1)OC1=C(C=C(C=C1)F)C1=NC2=C(C=CC=C2C=C1CNC1=C2N=CNC2=NC=N1)Cl (N-((2-(2-(benzyloxy)-5-fluorophenyl)-8-chloroquinolin-3-yl)methyl)-9H-purin-6-amine). RXN SMILES: [CH2:1]([O:8][C:9]1[CH:14]=[CH:13][C:12]([F:15])=[CH:11][C:10]=1[C:16]1[C:25]([CH2:26][NH2:27])=[CH:24][C:23]2[C:18](=[C:19]([Cl:28])[CH:20]=[CH:21][CH:22]=2)[N:17]=1)[C:2]1[CH:7]=[CH:6][CH:5]=[CH:4][CH:3]=1.Cl[C:30]1[N:38]=[CH:37][N:36]=[C:35]2[C:31]=1[NH:32][CH:33]=[N:34]2.CCN(C(C)C)C(C)C>C(O)CCC>[CH2:1]([O:8][C:9]1[CH:14]=[CH:13][C:12]([F:15])=[CH:11][C:10]=1[C:16]1[C:25]([CH2:26][NH:27][C:30]2[N:38]=[CH:37][N:36]=[C:35]3[C:31]=2[N:32]=[CH:33][NH:34]3)=[CH:24][C:23]2[C:18](=[C:19]([Cl:28])[CH:20]=[CH:21][CH:22]=2)[N:17]=1)[C:2]1[CH:3]=[CH:4][CH:5]=[CH:6][CH:7]=1. Reported procedure: Prepared according to Procedure H using (2-(2-(benzyloxy)-5-fluorophenyl)-8-chloroquinolin-3-yl)methanamine (0.021 g, 0.053 mmol), 6-chloropurine (0.012 g, 0.06 mmol, 1.5 eq) and DIEA (0.1 mmol, 2.0 eq) in n-butanol (3 mL). N-((2-(2-(benzyloxy)-5-fluorophenyl)-8-chloroquinolin-3-yl)methyl)-9H-purin-6-amine [PI3Kδ IC50=31 nM] was obtained after purification as a white solid. 1H-NMR (MeOD) δ ppm 8.38 (s, 1H), 8.12 (s, 1H), 8.07 (s, 1H), 7.90 (s, 1H), 7.88 (s, 1H), 7.52-7.59 (t, 1H), 7.21-7.25 (m, ... Reactants: FC(C1=CC=C(C=C1)C(CC(C(F)(F)F)=O)=O)(F)F (1-(4-trifluoromethyl-phenyl)-4,4,4-trifluoro-butane-1,3-dione), 4-trifluoromethyl-acetophenone, NC1=NNC=C1C1=CC=NC=C1 (3-amino-4-(4-pyridinyl)-pyrazole). Product: FC(C1=CC=C(C=C1)C1=NC=2N(C(=C1)C(F)(F)F)N=CC2C2=CC=NC=C2)(F)F (5-(4-Trifluoromethyl-phenyl)-3-pyridin-4-yl-7-trifluoromethyl-pyrazolo[1,5-a]pyrimidine). Isolated yield 45.6%. Reaction SMILES: [F:1][C:2]([F:19])([F:18])[C:3]1[CH:8]=[CH:7][C:6]([C:9](=O)[CH2:10][C:11](=O)[C:12]([F:15])([F:14])[F:13])=[CH:5][CH:4]=1.[NH2:20][C:21]1[C:25]([C:26]2[CH:31]=[CH:30][N:29]=[CH:28][CH:27]=2)=[CH:24][NH:23][N:22]=1>>[F:1][C:2]([F:19])([F:18])[C:3]1[CH:8]=[CH:7][C:6]([C:9]2[CH:10]=[C:11]([C:12]([F:15])([F:14])[F:13])[N:22]3[N:23]=[CH:24][C:25]([C:26]4[CH:31]=[CH:30][N:29]=[CH:28][CH:27]=4)=[C:21]3[N:20]=2)=[CH:5][CH:4]=1. Procedure: Reaction of 1-(4-trifluoromethyl-phenyl)-4,4,4-trifluoro-butane-1,3-dione (142 mg, 0.5 mmol), prepared from commercially available 4-trifluoromethyl-acetophenone according to general procedure A, and 3-amino-4-(4-pyridinyl)-pyrazole [CAS No. 216661-87-9; prepared from 4-cyanomethyl-pyridine as described in Bioorg. Med. Chem. Lett. 12 (2002) 3537-3541] (80 mg, 0.5 mmol) according to general procedure B yielded the title compound as a yellow solid (93 mg, 46%). MS (ISP) 409.2 [(M+H)+]; mp 261° C. The reactants are C=1C=CC2=C(C1)N=NN2O (HOBt), CCN=C=NCCCN(C)C (WSC), CNC1=NC=C(C=C1N)C(F)(F)F (N2-methyl-5-trifluoromethylpyridin-2,3-diamine), C(CC)SC1=C(C(=O)O)C=CC=C1 (2-propylsulfanylbenzoic acid), CCN=C=NCCCN(C)C (WSC). The solvent is O (water), N1=CC=CC=C1 (pyridine). Run at temperature 120 celsius. Yields the product CN1C(=NC=2C1=NC=C(C2)C(F)(F)F)C2=C(C=CC=C2)SCCC (3-methyl-2-(2-propylsulfanylphenyl)-6-trifluoromethyl-3H-imidazo[4,5-b]pyridine). Yield: 13.0%. As a reaction SMILES: [CH3:1][NH:2][C:3]1[C:8]([NH2:9])=[CH:7][C:6]([C:10]([F:13])([F:12])[F:11])=[CH:5][N:4]=1.[CH2:14]([S:17][C:18]1[CH:26]=[CH:25][CH:24]=[CH:23][C:19]=1[C:20](O)=O)[CH2:15][CH3:16].CCN=C=NCCCN(C)C.C1C=CC2N(O)N=NC=2C=1>O.N1C=CC=CC=1>[CH3:1][N:2]1[C:3]2=[N:4][CH:5]=[C:6]([C:10]([F:13])([F:11])[F:12])[CH:7]=[C:8]2[N:9]=[C:20]1[C:19]1[CH:23]=[CH:24][CH:25]=[CH:26][C:18]=1[S:17][CH2:14][CH2:15][CH3:16]. Reported procedure: A mixture of N2-methyl-5-trifluoromethylpyridin-2,3-diamine (0.96 g), 2-propylsulfanylbenzoic acid (1.08 g), WSC (0.78 g), and pyridine (10 ml) was stirred with heating at 120° C. for 1.5 hours. To the reaction mixture, HOBt (0.74 g) was added, and stirred with heating for 1.5 hours. WSC (0.38 g) was added thereto, and stirred with heating for further 2 hours. Into the reaction mixture cooled to room temperature, water was poured, and extracted with ethyl acetate. The organic layer was dried ove... The reactants are SC1=C(C=CC=C1)C1=CC=CC=C1 (2-mercaptobiphenyl), FC(F)(F)Br (trifluoromethyl bromide), FC(F)(F)Br (trifluoromethyl bromide), [H-].[Na+] (sodium hydride), FC(F)(F)Br (trifluoromethyl bromide), Ice water. The solvent is CN(C=O)C (dimethylformamide). Yields the product FC(SC1=C(C=CC=C1)C1=CC=CC=C1)(F)F (2-(trifluoromethylthio)biphenyl). Isolated yield 87.9%. As a reaction SMILES: [SH:1][C:2]1[CH:7]=[CH:6][CH:5]=[CH:4][C:3]=1[C:8]1[CH:13]=[CH:12][CH:11]=[CH:10][CH:9]=1.[H-].[Na+].[F:16][C:17](Br)([F:19])[F:18]>CN(C)C=O>[F:16][C:17]([F:19])([F:18])[S:1][C:2]1[CH:7]=[CH:6][CH:5]=[CH:4][C:3]=1[C:8]1[CH:9]=[CH:10][CH:11]=[CH:12][CH:13]=1 |f:1.2|. Reported procedure: A reaction tube in a photoreaction apparatus was charged with 50 ml of dimethylformamide (DMF) and 5.59 g (30 mmol) of 2-mercaptobiphenyl, and with ice cooling and stirring, 1.2 g (30 mmol) of sodium hydride (60% in oil) was added. When foaming ceased, trifluoromethyl bromide was introduced into the reaction solution. The atmosphere within the reaction system was replaced by gaseous trifluoromethyl bromide, and while irradiating light from a high-pressure mercury lamp, about 2 equivalents of tri...